Dataset: the Open Reaction Database (ORD), a public repository of structured organic reaction records. Task: describe an organic reaction: reactants, conditions, products, and yield Reactants: C[Si](C=1C(=C(C=CC1)Br)F)(C)C (3-trimethylsilyl-2-fluorobromobenzene), C([O-])([O-])=O.[Na+].[Na+] (sodium carbonate), [Cl-].[Cl-].[Cl-].[Al+3] (Aluminium trichloride), C(C)(=O)Cl (acetyl chloride). The solvent is C(Cl)Cl (methylene chloride), C(Cl)Cl (methylene chloride). Conditions: time 2 hour. The product is BrC=1C(=C(C=CC1)C(C)=O)F (1-(3-BROMO-2-FLUOROPHENYL)ETHANONE). The yield is 83.3%. Reaction SMILES: [Cl-].[Cl-].[Cl-].[Al+3].[C:5](Cl)(=[O:7])[CH3:6].C[Si](C)(C)[C:11]1[C:12]([F:18])=[C:13]([Br:17])[CH:14]=[CH:15][CH:16]=1.C(=O)([O-])[O-].[Na+].[Na+]>C(Cl)Cl>[Br:17][C:13]1[C:12]([F:18])=[C:11]([C:5](=[O:7])[CH3:6])[CH:16]=[CH:15][CH:14]=1 |f:0.1.2.3,6.7.8|. Procedure details: Aluminium trichloride (1.51 g, 11.3 mmol) in dry methylene chloride (10 ml) was cooled to 0° C. and acetyl chloride (0.80 ml, 11.3 mmol) was added in one portion. The mixture was stirred for 15 min. after which a solution of 3-trimethylsilyl-2-fluorobromobenzene (2.33 g, 9.4 mmol) in dry methylene chloride (10 ml) was added dropwise. The mixture was warmed to ambient temperature and stirred for 2 h. The mixture was kept at ambient temperature in a water bath and aqueous sodium carbonate (10%, 50... Starting materials: CCOC(=O)C(C)P(=O)(OCC)OCC, [H-], [Na+], C1CCOC1, O, O=Cc1ccccn1. Product: CCOC(=O)C(C)=Cc1ccccn1. Reaction SMILES: [CH2:3]([O:4][P:5]([O:6][CH2:7][CH3:8])(=[O:9])[CH:11]([C:12](=[O:13])[O:14][CH2:15][CH3:16])[CH3:17])[CH3:10].[H-:1].[Na+:2].[O:27]1[CH2:28][CH2:29][CH2:30][CH2:31]1.[OH2:26].[n:18]1[c:19]([CH:24]=[O:25])[cH:20][cH:21][cH:22][cH:23]1>>[C:11]([C:12](=[O:13])[O:14][CH2:15][CH3:16])([CH3:17])=[CH:24][c:19]1[n:18][cH:23][cH:22][cH:21][cH:20]1. Reported procedure: Granular active carbon of 16 to 32-mesh particle size weighing 10 g was placed in a solution of 760 mg of palladium acetate in 65 ml of propionic acid, and allowed to stand at room temperature for 12 hours. Thereupon, the material was filtered and dried at room temperature in a vacuum desiccator, to finally form a palladium-bearing solid catalyst, about 48% of palladium acetate having been adsorbed on the active carbon. Reactants: 16, C(C)(=O)[O-].[Pd+2].C(C)(=O)[O-] (palladium acetate). The solvent is C(CC)(=O)O (propionic acid). The product is [Pd] (palladium), C(C)(=O)[O-].[Pd+2].C(C)(=O)[O-] (palladium acetate). The yield is 48.0%. Reaction conditions: time 12 hour. Reaction SMILES: [C:1]([O-:4])(=[O:3])[CH3:2].[Pd+2:5].[C:6]([O-:9])(=[O:8])[CH3:7]>C(O)(=O)CC>[Pd:5].[C:1]([O-:4])(=[O:3])[CH3:2].[Pd+2:5].[C:6]([O-:9])(=[O:8])[CH3:7] |f:0.1.2,5.6.7|. The reactants are O.[OH-].[Li+] (lithium hydroxide hydrate), C(C)(C)(C)OC(=O)N1C(O[C@H]([C@@H]1C1=CC=CC=C1)C(=O)OCC)(C)C (ethyl (4S,5R)-3-tert-butoxycarbonyl-2,2-dimethyl-4-phenyl-5-oxazolidinecarboxylate). The solvent is O (water), C(C)O (ethanol), O (water). Run at time 10 minute. The product is C(C)(C)(C)OC(=O)N1C(O[C@H]([C@@H]1C1=CC=CC=C1)C(=O)O)(C)C ((4S,5R)-3-tert-butoxycarbonyl-2,2-dimethyl-4-phenyl-5-oxazolidinecarboxylic acid). Yield: 96.0%. Reaction SMILES: O.[OH-].[Li+].[C:4]([O:8][C:9]([N:11]1[C@@H:15]([C:16]2[CH:21]=[CH:20][CH:19]=[CH:18][CH:17]=2)[C@H:14]([C:22]([O:24]CC)=[O:23])[O:13][C:12]1([CH3:28])[CH3:27])=[O:10])([CH3:7])([CH3:6])[CH3:5]>O.C(O)C>[C:4]([O:8][C:9]([N:11]1[C@@H:15]([C:16]2[CH:17]=[CH:18][CH:19]=[CH:20][CH:21]=2)[C@H:14]([C:22]([OH:24])=[O:23])[O:13][C:12]1([CH3:28])[CH3:27])=[O:10])([CH3:7])([CH3:5])[CH3:6] |f:0.1.2|. Reported procedure: A solution of 4.62 g of lithium hydroxide hydrate in 80 cm3 of water is added in the course of 10 minutes to a stirred solution of 12.8 g of ethyl (4S,5R)-3-tert-butoxycarbonyl-2,2-dimethyl-4-phenyl-5-oxazolidinecarboxylate in 200 cm3 of ethanol. After stirring for a further 10 minutes, the reaction medium is concentrated to dryness under reduced pressure (2.7kPa) at a temperature in the region of 40° C. The residue obtained is dissolved in 70 cm3 of water and then extracted with 3 times 20 cm3 ... Starting materials: Br, CCNCCCBr, ClCCl, Cc1ccc(Cl)cc1N. Yields the product CCNCCCNc1cc(Cl)ccc1C. Reaction SMILES: [BrH:10].[CH2:11]([CH3:12])[NH:13][CH2:14][CH2:15][CH2:16][Br:17].[Cl:18][CH2:19][Cl:20].[Cl:1][c:2]1[cH:3][cH:4][c:5]([CH3:9])[c:6]([NH2:7])[cH:8]1>>[Cl:1][c:2]1[cH:3][cH:4][c:5]([CH3:9])[c:6]([NH:7][CH2:16][CH2:15][CH2:14][NH:13][CH2:11][CH3:12])[cH:8]1. Starting materials: [N+](=O)([O-])C1=CC=C(C=O)C=C1 (p-Nitrobenzaldehyde), O1CCCC1 (tetrahydrofuran). Reaction conditions: time 30 minute. The product is [N+](=O)([O-])C1=CC=C(C=C1)C(C=C)O (1-(4'-nitrophenyl)-2-propen-1-ol). RXN SMILES: [N+:1]([C:4]1[CH:11]=[CH:10][C:7]([CH:8]=[O:9])=[CH:6][CH:5]=1)([O-:3])=[O:2].O1CC[CH2:14][CH2:13]1>>[N+:1]([C:4]1[CH:5]=[CH:6][C:7]([CH:8]([OH:9])[CH:13]=[CH2:14])=[CH:10][CH:11]=1)([O-:3])=[O:2]. Procedure: p-Nitrobenzaldehyde (1 g, 6.6 mMoles) and 30 ml of dry tetrahydrofuran (THF) was stirred at 0° C. in a septum sealed flask equipped with a pressure equalizing funnel. After purging with dry nitrogen, 7 ml of 1M vinyl magnesium bromide in THF was added dropwise under a nitrogen atmosphere. After addition of the Grignard reagent, the reaction was allowed to stir at room temperature for 30 min. The bulk of the THF was removed under vacuum and the reaction was quenched by pouring it into a slurry co...